Task: describe an organic reaction: reactants, conditions, products, and yield. Dataset: the Open Reaction Database (ORD), a public repository of structured organic reaction records Reaction SMILES: [Br:12][CH2:13][c:14]1[cH:15][cH:16][c:17](-[c:20]2[c:21]([C:26]#[N:27])[cH:22][cH:23][cH:24][cH:25]2)[cH:18][cH:19]1.[CH3:1][c:2]1[nH:3][c:4]([CH3:9])[cH:5][c:6](=[O:8])[cH:7]1.[CH3:28][CH2:29][O:30][C:31](=[O:32])[CH3:33].[CH3:34][N:35]([CH3:36])[CH:37]=[O:38].[H-:10].[Na+:11]>>[CH3:1][c:2]1[n:3][c:4]([CH3:9])[cH:5][c:6]([O:8][CH2:13][c:14]2[cH:15][cH:16][c:17](-[c:20]3[c:21]([C:26]#[N:27])[cH:22][cH:23][cH:24][cH:25]3)[cH:18][cH:19]2)[cH:7]1. Reactants: N#Cc1ccccc1-c1ccc(CBr)cc1, Cc1cc(=O)cc(C)[nH]1, CCOC(C)=O, CN(C)C=O, [H-], [Na+]. Yields the product Cc1cc(OCc2ccc(-c3ccccc3C#N)cc2)cc(C)n1. As a reaction SMILES: [B:13]([F:14])([F:15])[F:16].[CH2:1]([SiH:2]([CH2:3][CH3:4])[CH2:5][CH3:6])[CH3:7].[CH2:78]([Cl:79])[Cl:80].[CH2:8]([O:9][CH2:10][CH3:11])[CH3:12].[OH2:77].[s:17]1[c:18]2[c:19]([cH:20][c:21]1[CH2:22][c:23]1[cH:24][c:25]([C:33]3([OH:72])[O:34][CH:35]([CH2:63][O:64][CH2:65][c:66]4[cH:67][cH:68][cH:69][cH:70][cH:71]4)[CH:36]([O:55][CH2:56][c:57]4[cH:58][cH:59][cH:60][cH:61][cH:62]4)[CH:37]([O:47][CH2:48][c:49]4[cH:50][cH:51][cH:52][cH:53][cH:54]4)[CH:38]3[O:39][CH2:40][c:41]3[cH:42][cH:43][cH:44][cH:45][cH:46]3)[c:26]3[cH:27][cH:28][cH:29][cH:30][c:31]3[cH:32]1)[cH:73][cH:74][cH:75][cH:76]2>>[s:17]1[c:18]2[c:19]([cH:20][c:21]1[CH2:22][c:23]1[cH:24][c:25]([CH:33]3[O:34][CH:35]([CH2:63][O:64][CH2:65][c:66]4[cH:67][cH:68][cH:69][cH:70][cH:71]4)[CH:36]([O:55][CH2:56][c:57]4[cH:58][cH:59][cH:60][cH:61][cH:62]4)[CH:37]([O:47][CH2:48][c:49]4[cH:50][cH:51][cH:52][cH:53][cH:54]4)[CH:38]3[O:39][CH2:40][c:41]3[cH:42][cH:43][cH:44][cH:45][cH:46]3)[c:26]3[cH:27][cH:28][cH:29][cH:30][c:31]3[cH:32]1)[cH:73][cH:74][cH:75][cH:76]2. Reactants: FB(F)F, CC[SiH](CC)CC, ClCCl, CCOCC, O, OC1(c2cc(Cc3cc4ccccc4s3)cc3ccccc23)OC(COCc2ccccc2)C(OCc2ccccc2)C(OCc2ccccc2)C1OCc1ccccc1. Product: c1ccc(COCC2OC(c3cc(Cc4cc5ccccc5s4)cc4ccccc34)C(OCc3ccccc3)C(OCc3ccccc3)C2OCc2ccccc2)cc1.